The task is: describe an organic reaction: reactants, conditions, products, and yield. This data is from the Open Reaction Database (ORD), a public repository of structured organic reaction records. Starting materials: ClC1=NC(=C(C(=O)O)C=C1)C (6-Chloro-2-methylnicotinic acid), ClC(C#N)(Cl)Cl (trichloroacetonitrile), C(C)(=O)NN (acetohydrazide), C1(=CC=CC=C1)P(C1=CC=CC=C1)C1=CC=CC=C1 (triphenylphosphine). The solvent is C(C)#N (acetonitrile). Run at temperature 150 celsius. Product: ClC1=CC=C(C(=N1)C)C=1OC(=NN1)C (6-Chloro-2-methyl-3-(5-methyl-1,3,4-oxadiazol-2-yl)pyridine). As a reaction SMILES: [Cl:1][C:2]1[CH:10]=[CH:9][C:5]([C:6]([OH:8])=O)=[C:4]([CH3:11])[N:3]=1.[C:12]([NH:15][NH2:16])(=O)[CH3:13].C1(P(C2C=CC=CC=2)C2C=CC=CC=2)C=CC=CC=1.ClC(Cl)(Cl)C#N>C(#N)C>[Cl:1][C:2]1[N:3]=[C:4]([CH3:11])[C:5]([C:6]2[O:8][C:12]([CH3:13])=[N:15][N:16]=2)=[CH:9][CH:10]=1. Procedure details: 6-Chloro-2-methylnicotinic acid (200 mg, 1.2 mmol), acetohydrazide (95 mg, 1.3 mmol), solid supported triphenylphosphine on polystyrene (1.88 mmol/g loading, 1.94 g, 3.5 mmol) were placed in a microwave vial. Dry acetonitrile (16.7 ml) followed by trichloroacetonitrile (0.23 ml, 2.33 mmol) were added and the vial was heated in a microwave at 150° C. for 20 minutes. It was allowed to cool to room temperature, filtered, and the filter cake was washed with acetonitrile. The filtrate was concentrate...